From a dataset of the Open Reaction Database (ORD), a public repository of structured organic reaction records. describe an organic reaction: reactants, conditions, products, and yield Reactants: CCO, CCOC(=O)C(=NOC)c1csc(C)n1, Cl, [Na+], [OH-]. Product: CON=C(C(=O)O)c1csc(C)n1. RXN SMILES: [CH3:19][CH2:20][OH:21].[CH3:3][O:4][N:5]=[C:6]([C:7](=[O:8])[O:9][CH2:10][CH3:11])[c:12]1[n:13][c:14]([CH3:17])[s:15][cH:16]1.[ClH:18].[Na+:2].[OH-:1]>>[CH3:3][O:4][N:5]=[C:6]([C:7](=[O:8])[OH:9])[c:12]1[n:13][c:14]([CH3:17])[s:15][cH:16]1. Starting materials: COC(=O)c1ccc(NC(=O)c2ccc3cc4n(c3c2)C(C)CNC4=O)cc1, CCO, [K+], [OH-]. The product is CC1CNC(=O)c2cc3ccc(C(=O)Nc4ccc(C(=O)O)cc4)cc3n21. As a reaction SMILES: [CH3:1][O:2][C:3]([c:4]1[cH:5][cH:6][c:7]([NH:10][C:11](=[O:12])[c:13]2[cH:14][cH:15][c:16]3[cH:17][c:18]4[n:19]([c:20]3[cH:21]2)[CH:22]([CH3:27])[CH2:23][NH:24][C:25]4=[O:26])[cH:8][cH:9]1)=[O:28].[CH3:31][CH2:32][OH:33].[K+:30].[OH-:29]>>[O:2]=[C:3]([c:4]1[cH:5][cH:6][c:7]([NH:10][C:11](=[O:12])[c:13]2[cH:14][cH:15][c:16]3[cH:17][c:18]4[n:19]([c:20]3[cH:21]2)[CH:22]([CH3:27])[CH2:23][NH:24][C:25]4=[O:26])[cH:8][cH:9]1)[OH:28]. Starting materials: BrC=1N=C(SC1)N1CCC(CC1)=O (1-(4-bromothiazol-2-yl)piperidin-4-one), [OH-].[Na+] (NaOH), NCCO (2-aminoethanol), C(C)(=O)O (acetic acid), C(C)(=O)O[BH-](OC(C)=O)OC(C)=O.[Na+] (sodium triacetoxyborohydride). Solvent: CC(OCC)=O (EA), O (water), C1CCOC1 (THF). Reaction conditions: time 1 hour. Product: BrC=1N=C(SC1)N1CCC(CC1)NCCO (2-[1-(4-bromothiazol-2-yl)piperidin-4-ylamino]ethanol). As a reaction SMILES: [Br:1][C:2]1[N:3]=[C:4]([N:7]2[CH2:12][CH2:11][C:10](=O)[CH2:9][CH2:8]2)[S:5][CH:6]=1.[NH2:14][CH2:15][CH2:16][OH:17].C(O)(=O)C.C(O[BH-](OC(=O)C)OC(=O)C)(=O)C.[Na+].[OH-].[Na+]>C1COCC1.CC(=O)OCC.O>[Br:1][C:2]1[N:3]=[C:4]([N:7]2[CH2:12][CH2:11][CH:10]([NH:14][CH2:15][CH2:16][OH:17])[CH2:9][CH2:8]2)[S:5][CH:6]=1 |f:3.4,5.6|. Reported procedure: 100 mg (0.37 mmol) of 1-(4-bromothiazol-2-yl)piperidin-4-one from step a and 22 μl (0.37 mmol) of 2-aminoethanol were suspended in 7 ml of THF, stirred at room temperature for 1 h, 21 μl (0.37 mmol) of glacial acetic acid and 164 mg (0.74 mmol) of sodium triacetoxyborohydride were added. The mixture was stirred at room temperature overnight, water and EA were added, the mixture was adjusted to pH 12 using a concentrated NaOH solution and extracted by shaking with EA. The organic phase was dried ...